This data is from the Open Reaction Database (ORD), a public repository of structured organic reaction records. The task is: describe an organic reaction: reactants, conditions, products, and yield The reactants are FC1=CC=C(C=C1)CCCNCC(F)(F)F ([3-(4-fluorophenyl)propyl](2,2,2-trifluoroethyl)amine), C(C1=CC=CC=C1)N([C@H](C)[C@@H]1OC1)CC1=CC=CC=C1 ((1R)-N,N-dibenzyl-1-[(2S)-oxiran-2-yl]ethanamine). Solvent: C(C)O (ethanol), C(C)O (ethanol). Yields the product C(C1=CC=CC=C1)N([C@@H]([C@H](CN(CC(F)(F)F)CCCC1=CC=C(C=C1)F)O)C)CC1=CC=CC=C1 ((2S,3R)-3-(dibenzylamino)-1-[[3-(4-fluorophenyl)propyl](2,2,2-trifluoroethyl)amino]butan-2-ol). RXN SMILES: [F:1][C:2]1[CH:7]=[CH:6][C:5]([CH2:8][CH2:9][CH2:10][NH:11][CH2:12][C:13]([F:16])([F:15])[F:14])=[CH:4][CH:3]=1.[CH2:17]([N:24]([CH2:30][C:31]1[CH:36]=[CH:35][CH:34]=[CH:33][CH:32]=1)[C@@H:25]([C@H:27]1[CH2:29][O:28]1)[CH3:26])[C:18]1[CH:23]=[CH:22][CH:21]=[CH:20][CH:19]=1>C(O)C>[CH2:30]([N:24]([CH2:17][C:18]1[CH:19]=[CH:20][CH:21]=[CH:22][CH:23]=1)[C@H:25]([CH3:26])[C@@H:27]([OH:28])[CH2:29][N:11]([CH2:10][CH2:9][CH2:8][C:5]1[CH:6]=[CH:7][C:2]([F:1])=[CH:3][CH:4]=1)[CH2:12][C:13]([F:14])([F:15])[F:16])[C:31]1[CH:32]=[CH:33][CH:34]=[CH:35][CH:36]=1. Procedure: The product of Step c (3.48 g, 15.0 mmol, 1 eq.), (1R)-N,N-dibenzyl-1-[(2S)-oxiran-2-yl]ethanamine (the synthesis of which is described in Example 100) (3.96 g, 15.0 mmol, 1 eq.) and ethanol (20 mL) were mixed at 25° C. under N2 then refluxed for 4 days. Worked up by stripping off the ethanol then purifying the residue by flash chromatography in 3:1 Hexanes/EtOAc. Obtained to 3.78 g of a yellow oil. By NMR, the oil is product and some minor impurities and was carried on to the next step. MS (ESI... Reactants: N1(CCOCC1)C1=NC(=NC(=N1)N1CCOCC1)C1=CC=C(N)C=C1 (4-(4,6-dimorpholin-4-yl-1,3,5-triazin-2-yl)aniline), COC1=CC=C(C=C1)N=C=O (4-methoxyphenyl isocyanate). Yields the product N1(CCOCC1)C1=NC(=NC(=N1)N1CCOCC1)C1=CC=C(C=C1)NC(=O)NC1=CC=C(C=C1)OC (1-[4-(4,6-dimorpholin-4-yl-1,3,5-triazin-2-yl)phenyl]-3-(4-methoxyphenyl)urea). RXN SMILES: [N:1]1([C:7]2[N:12]=[C:11]([N:13]3[CH2:18][CH2:17][O:16][CH2:15][CH2:14]3)[N:10]=[C:9]([C:19]3[CH:25]=[CH:24][C:22]([NH2:23])=[CH:21][CH:20]=3)[N:8]=2)[CH2:6][CH2:5][O:4][CH2:3][CH2:2]1.[CH3:26][O:27][C:28]1[CH:33]=[CH:32][C:31]([N:34]=[C:35]=[O:36])=[CH:30][CH:29]=1>>[N:1]1([C:7]2[N:12]=[C:11]([N:13]3[CH2:18][CH2:17][O:16][CH2:15][CH2:14]3)[N:10]=[C:9]([C:19]3[CH:25]=[CH:24][C:22]([NH:23][C:35]([NH:34][C:31]4[CH:32]=[CH:33][C:28]([O:27][CH3:26])=[CH:29][CH:30]=4)=[O:36])=[CH:21][CH:20]=3)[N:8]=2)[CH2:2][CH2:3][O:4][CH2:5][CH2:6]1. Reported procedure: Starting from 4-(4,6-dimorpholin-4-yl-1,3,5-triazin-2-yl)aniline (0.140 g 0.40 mmoles) and 4-methoxyphenyl isocyanate (91 mg, 0.63 mmoles) the title compound was isolated as a white solid. Yield; 48 mg (24%); (M+H)=492.3 As a reaction SMILES: [CH2:1]([CH:3]([O:6][C:7]1[CH:12]=[C:11]([CH3:13])[N:10]=[C:9]([NH:14][C:15]2[C:20]([CH3:21])=[CH:19][C:18]([CH3:22])=[CH:17][C:16]=2[CH3:23])[C:8]=1[NH2:24])[CH2:4][CH3:5])[CH3:2].[N:25](OCCCC)=O>C(#N)C>[CH2:1]([CH:3]([O:6][C:7]1[CH:12]=[C:11]([CH3:13])[N:10]=[C:9]2[N:14]([C:15]3[C:20]([CH3:21])=[CH:19][C:18]([CH3:22])=[CH:17][C:16]=3[CH3:23])[N:25]=[N:24][C:8]=12)[CH2:4][CH3:5])[CH3:2]. Isolated yield 112.0%. The solvent is C(C)#N (acetonitrile). Reactants: C(C)C(CC)OC1=C(C(=NC(=C1)C)NC1=C(C=C(C=C1C)C)C)N (4-(1-Ethyl-propoxy)-6-methyl-N2-(2,4,6-trimethyl-phenyl)-pyridine-2,3-diamine), N(=O)OCCCC (butyl nitrite), N(=O)OCCCC (butyl nitrite). Conditions: temperature 65 celsius. Product: C(C)C(CC)OC1=C2C(=NC(=C1)C)N(N=N2)C2=C(C=C(C=C2C)C)C (7-(1-Ethyl-propoxy)-5-methyl-3-(2,4,6-trimethyl-phenyl)-3H-[1,2,3]triazolo[4,5-b]pyridine). Procedure: A mixture of 4-(1-Ethyl-propoxy)-6-methyl-N2-(2,4,6-trimethyl-phenyl)-pyridine-2,3-diamine (50 mg, 0.153 mmol) and butyl nitrite (24 mg, 0.229 mmol) in 4 ml acetonitrile was heated at 65° C. for 2 hours. An additional 0.13 ml of butyl nitrite was added and the resulting mixture was heated at 65° C. for 2 hours. The mixture was quenched with water and extracted with ethyl acetate. The organic layer was dried and concentrated to give 58 mg of brown oil. The oil was purified through silica gel colu... Starting materials: CC1=CC2=C(CNCCC2O)O1 (2-methyl-5,6,7,8-tetrahydro-4H-furo[2,3-c]azepin-4-ol), BrC=1C(=C(C=C(C1)Cl)F)Cl (3-bromo-2,5-dichloro-1-fluorobenzene). The product is Cl.BrC=1C(=C(C=C(C1)Cl)OC1C2=C(CNCC1)OC(=C2)C)Cl (4-(3-Bromo-2,5-dichlorophenyloxy)-2-methyl-5,6,7,8-tetrahydro-4H-furo[2,3-c]azepine hydrochloride). As a reaction SMILES: [CH3:1][C:2]1[O:12][C:5]2[CH2:6][NH:7][CH2:8][CH2:9][CH:10]([OH:11])[C:4]=2[CH:3]=1.[Br:13][C:14]1[C:15]([Cl:22])=[C:16](F)[CH:17]=[C:18]([Cl:20])[CH:19]=1>>[ClH:20].[Br:13][C:14]1[C:15]([Cl:22])=[C:16]([O:11][CH:10]2[CH2:9][CH2:8][NH:7][CH2:6][C:5]3[O:12][C:2]([CH3:1])=[CH:3][C:4]2=3)[CH:17]=[C:18]([Cl:20])[CH:19]=1 |f:2.3|. Procedure: The same method as in Example 3 was conducted using 2-methyl-5,6,7,8-tetrahydro-4H-furo[2,3-c]azepin-4-ol (Reference Example 44) instead of 6-methyl-4,5,6,7-tetrahydrothieno[2,3-c]pyridin-4-ol (Reference Example 6) and was conducted using 3-bromo-2,5-dichloro-1-fluorobenzene instead of 1,3-difluorobenzene to give the objective compound. Starting materials: C(C)(=O)OCC (Ethyl acetate), BrC=1C=C(C(=O)OC)C=CC1I (methyl 3-bromo-4-iodobenzoate), C(C=C)(=O)OC (methyl acrylate), C([O-])([O-])=O.[K+].[K+] (potassium carbonate). Reagents/catalysts: CCCC[N+](CCCC)(CCCC)CCCC.[Cl-] (tetra-N-butylammonium chloride), C(C)(=O)[O-].[Pd+2].C(C)(=O)[O-] (palladium acetate). Run in [Cl-].[Na+].O (brine), CN(C=O)C (N,N-dimethylformamide). Reaction conditions: temperature 50 celsius, time 20 hour. Product: BrC=1C=C(C(=O)OC)C=CC1\C=C\C(=O)OC (methyl 3-bromo-4-[(1E)-3-methoxy-3-oxoprop-1-en-1-yl]benzoate). Isolated yield 68.8%. RXN SMILES: [Br:1][C:2]1[CH:3]=[C:4]([CH:9]=[CH:10][C:11]=1I)[C:5]([O:7][CH3:8])=[O:6].[C:13]([O:17][CH3:18])(=[O:16])[CH:14]=[CH2:15].C(=O)([O-])[O-].[K+].[K+].C(OCC)(=O)C>CCCC[N+](CCCC)(CCCC)CCCC.[Cl-].CN(C)C=O.[Cl-].[Na+].O.C([O-])(=O)C.[Pd+2].C([O-])(=O)C>[Br:1][C:2]1[CH:3]=[C:4]([CH:9]=[CH:10][C:11]=1/[CH:15]=[CH:14]/[C:13]([O:17][CH3:18])=[O:16])[C:5]([O:7][CH3:8])=[O:6] |f:2.3.4,6.7,9.10.11,12.13.14|. Procedure: A mixture of methyl 3-bromo-4-iodobenzoate (5.9 g, 17 mmol), methyl acrylate (2.01 mL, 22.3 mmol), tetra-N-butylammonium chloride (4.8 g, 17 mmol), palladium acetate (80 mg, 0.3 mmol) and finely ground potassium carbonate (5.98 g, 43.3 mmol) in N,N-dimethylformamide (21 mL) was stirred at 50° C. for 20 h. The reaction mixture was cooled to room temperature. Ethyl acetate (200 mL) and brine (50 mL) were added, and the mixture was filtered under suction. The filtrate was collected, and aqueous lay... Starting materials: CC(=O)O, CC(=O)O, CC(=O)O, CC(=O)O, CCCCN(C(C)=O)C1CC(C)(C)NC(C)(C)C1, NCCN, CO, OO. The product is CCCCN(C(C)=O)C1CC(C)(C)N(O)C(C)(C)C1. Reaction SMILES: [C:19]([OH:20])(=[O:21])[CH3:22].[C:23]([OH:24])(=[O:25])[CH3:26].[C:27]([OH:28])(=[O:29])[CH3:30].[C:31]([OH:32])(=[O:33])[CH3:34].[CH2:1]([CH2:2][CH2:3][CH3:4])[N:5]([C:6]([CH3:7])=[O:8])[CH:9]1[CH2:10][C:11]([CH3:17])([CH3:18])[NH:12][C:13]([CH3:15])([CH3:16])[CH2:14]1.[CH2:35]([NH2:36])[CH2:37][NH2:38].[CH3:41][OH:42].[OH:39][OH:40]>>[CH2:1]([CH2:2][CH2:3][CH3:4])[N:5]([C:6]([CH3:7])=[O:8])[CH:9]1[CH2:10][C:11]([CH3:17])([CH3:18])[N:12]([OH:21])[C:13]([CH3:15])([CH3:16])[CH2:14]1. The reactants are C(C)(=O)OC(COC)C (propylene glycol methyl ether acetate), C(C(=C)C)(=O)[O-] (methacrylate), C(C(=C)C)(=O)OCCO (2-hydroxyethyl methacrylate), C(C)(C)(C)OC(C=C)=O (t-butylacrylate), C(C=C)(=O)O (acrylic acid), CC(C)(C#N)N=NC(C)(C)C#N (AIBN). The product is C(C(=C)C)(=O)[O-].C(C(=C)C)(=O)OCCO.C(C)(C)(C)OC(C=C)=O.C(C=C)(=O)O (methacrylate 2-hydroxyethyl methacrylate t-butylacrylate acrylic acid). Yield: 88.0%. As a reaction SMILES: C(OC(C)COC)(=O)C.[C:10]([O-:15])(=[O:14])[C:11]([CH3:13])=[CH2:12].[C:16]([O:21][CH2:22][CH2:23][OH:24])(=[O:20])[C:17]([CH3:19])=[CH2:18].[C:25]([O:29][C:30](=[O:33])[CH:31]=[CH2:32])([CH3:28])([CH3:27])[CH3:26].[C:34]([OH:38])(=[O:37])[CH:35]=[CH2:36].CC(N=NC(C#N)(C)C)(C#N)C>>[C:10]([O-:15])(=[O:14])[C:11]([CH3:13])=[CH2:12].[C:16]([O:21][CH2:22][CH2:23][OH:24])(=[O:20])[C:17]([CH3:19])=[CH2:18].[C:25]([O:29][C:30](=[O:33])[CH:31]=[CH2:32])([CH3:28])([CH3:27])[CH3:26].[C:34]([OH:38])(=[O:37])[CH:35]=[CH2:36] |f:6.7.8.9|. Reported procedure: To 50 g of propylene glycol methyl ether acetate (PGMEA) were added 5 g of 9-anthracenemethyl methacrylate, 1 g of 2-hydroxyethyl methacrylate, 3 g of t-butylacrylate, 1 g of acrylic acid and 0.4 g of AIBN. The prepared solution was reacted at 66° C. for 8 hours. After the reaction, the resulting mixture was precipitated in ethyl ether, filtered, and dried under vacuum condition, thereby obtaining poly(9-anthracenemethyl methacrylate/2-hydroxyethyl methacrylate/t-butylacrylate/acrylic acid) havi...